This data is from the Open Reaction Database (ORD), a public repository of structured organic reaction records. The task is: describe an organic reaction: reactants, conditions, products, and yield Starting materials: CO, O=C1OC2(CCN(C(=O)C3(c4ccc(C=Cc5ccccn5)cc4)CC3)C2)c2ccncc21. Product: O=C1OC2(CCN(C(=O)C3(c4ccc(CCc5ccccn5)cc4)CC3)C2)c2ccncc21. As a reaction SMILES: [CH3:34][OH:35].[n:1]1[c:2]([CH:7]=[CH:8][c:9]2[cH:10][cH:11][c:12]([C:15]3([C:18](=[O:19])[N:20]4[CH2:21][C:22]5([O:23][C:24](=[O:31])[c:25]6[cH:26][n:27][cH:28][cH:29][c:30]65)[CH2:32][CH2:33]4)[CH2:16][CH2:17]3)[cH:13][cH:14]2)[cH:3][cH:4][cH:5][cH:6]1>>[n:1]1[c:2]([CH2:7][CH2:8][c:9]2[cH:10][cH:11][c:12]([C:15]3([C:18](=[O:19])[N:20]4[CH2:21][C:22]5([O:23][C:24](=[O:31])[c:25]6[cH:26][n:27][cH:28][cH:29][c:30]65)[CH2:32][CH2:33]4)[CH2:16][CH2:17]3)[cH:13][cH:14]2)[cH:3][cH:4][cH:5][cH:6]1. Reactants: ON=C(Cl)c1ccccc1, CC(C)=NN, ClCCl, ClC(Cl)Cl, [K+], [K+], O=C([O-])[O-], O. Product: CC1(C)ON=C(c2ccccc2)N1N. RXN SMILES: [C:13]([c:14]1[cH:15][cH:16][cH:17][cH:18][cH:19]1)(=[N:20][OH:21])[Cl:22].[C:1]([CH3:2])([CH3:3])=[N:4][NH2:5].[CH2:27]([Cl:28])[Cl:29].[CH:23]([Cl:24])([Cl:25])[Cl:26].[K+:6].[K+:7].[O-:8][C:9]([O-:10])=[O:11].[OH2:12]>>[C:1]1([CH3:2])([CH3:3])[N:4]([NH2:5])[C:13]([c:14]2[cH:15][cH:16][cH:17][cH:18][cH:19]2)=[N:20][O:21]1. The reactants are ClC=1C=C2C(CCOC2=CC1OC1=CC=C(C(=O)O)C=C1)C(=O)OCC (4-(6-chloro-4-(ethoxycarbonyl)chroman-7-yloxy)benzoic acid), O.ON1N=NC2=C1C=CC=C2 (1-hydroxybenzotriazole monohydrate), C1(CC1)C1=CC=C(C(=N1)OC)CCN (2-(6-cyclopropyl-2-methoxypyridin-3-yl)ethanamine), Cl.C(C)N=C=NCCCN(C)C (1-Ethyl-(3-dimethylaminopropyl)carbodiimide hydrochloride). Run at time 5 hour. The product is ClC=1C=C2C(CCOC2=CC1OC1=CC=C(C=C1)C(NCCC=1C(=NC(=CC1)C1CC1)OC)=O)C(=O)OCC (ethyl 6-chloro-7-(4-(2-(6-cyclopropyl-2-methoxypyridin-3-yl)ethylcarbamoyl)phenoxy)chroman-4-carboxylate). The yield is 46.5%. RXN SMILES: [Cl:1][C:2]1[CH:3]=[C:4]2[C:9](=[CH:10][C:11]=1[O:12][C:13]1[CH:21]=[CH:20][C:16]([C:17](O)=[O:18])=[CH:15][CH:14]=1)[O:8][CH2:7][CH2:6][CH:5]2[C:22]([O:24][CH2:25][CH3:26])=[O:23].O.ON1C2C=CC=CC=2N=N1.[CH:38]1([C:41]2[N:46]=[C:45]([O:47][CH3:48])[C:44]([CH2:49][CH2:50][NH2:51])=[CH:43][CH:42]=2)[CH2:40][CH2:39]1.Cl.C(N=C=NCCCN(C)C)C>>[Cl:1][C:2]1[CH:3]=[C:4]2[C:9](=[CH:10][C:11]=1[O:12][C:13]1[CH:21]=[CH:20][C:16]([C:17](=[O:18])[NH:51][CH2:50][CH2:49][C:44]3[C:45]([O:47][CH3:48])=[N:46][C:41]([CH:38]4[CH2:39][CH2:40]4)=[CH:42][CH:43]=3)=[CH:15][CH:14]=1)[O:8][CH2:7][CH2:6][CH:5]2[C:22]([O:24][CH2:25][CH3:26])=[O:23] |f:1.2,4.5|. Procedure details: To a stirred solution of 4-(6-chloro-4-(ethoxycarbonyl)chroman-7-yloxy)benzoic acid (200 mg, 0.531 mmol) and 1-hydroxybenzotriazole monohydrate (89.4 mg, 0.584 mmol) was added 2-(6-cyclopropyl-2-methoxypyridin-3-yl)ethanamine (117 mg, 0.610 mmol) (in dimethylformamide, 3 mL). 1-Ethyl-(3-dimethylaminopropyl)carbodiimide hydrochloride (112 mg, 0.584 mmol) was added and the reaction was stirred for 5 hours. The reaction was loaded onto silica gel and eluted with 5% ethyl acetate/hexanes to 75% ethy... Reactants: COC(=O)CC(=O)C(C)C, Cc1ccccc1, CCOC(C)=O, N#Cc1ccc(F)cc1, O, Cl[Sn](Cl)(Cl)Cl. Product: COC(=O)C(C(=O)C(C)C)=C(N)c1ccc(F)cc1. RXN SMILES: [C:1]([CH:2]([CH3:3])[CH3:4])(=[O:5])[CH2:6][C:7](=[O:8])[O:9][CH3:10].[CH3:26][c:27]1[cH:28][cH:29][cH:30][cH:31][cH:32]1.[CH3:33][CH2:34][O:35][C:36](=[O:37])[CH3:38].[F:11][c:12]1[cH:13][cH:14][c:15]([C:16]#[N:17])[cH:18][cH:19]1.[OH2:25].[Sn:20]([Cl:21])([Cl:22])([Cl:23])[Cl:24]>>[C:1]([CH:2]([CH3:3])[CH3:4])(=[O:5])[C:6]([C:7](=[O:8])[O:9][CH3:10])=[C:16]([c:15]1[cH:14][cH:13][c:12]([F:11])[cH:19][cH:18]1)[NH2:17]. Reactants: ClC1=C(C=C(N)C=C1)I (4-Chloro-3-iodoaniline), C(C)(=O)C1=CC=C(S1)C(=O)O (5-acetylthiophene-2-carboxylic acid). The product is C(C)(=O)C1=CC=C(S1)C(=O)NC1=CC(=C(C=C1)Cl)I (5-Acetyl-N-(4-chloro-3-iodophenyl)thiophene-2-carboxamide). RXN SMILES: [Cl:1][C:2]1[CH:8]=[CH:7][C:5]([NH2:6])=[CH:4][C:3]=1[I:9].[C:10]([C:13]1[S:17][C:16]([C:18](O)=[O:19])=[CH:15][CH:14]=1)(=[O:12])[CH3:11]>>[C:10]([C:13]1[S:17][C:16]([C:18]([NH:6][C:5]2[CH:7]=[CH:8][C:2]([Cl:1])=[C:3]([I:9])[CH:4]=2)=[O:19])=[CH:15][CH:14]=1)(=[O:12])[CH3:11]. Reported procedure: 4-Chloro-3-iodoaniline (2.5 g, 9.88 mmol) was used in Procedure E with 5-acetylthiophene-2-carboxylic acid (1.85 g, 10.8 mmol) at 23° C. for 2 hours. The crude material was purified by silica gel chromatography (20-100% ethyl acetate/hexanes) to yield 5-Acetyl-N-(4-chloro-3-iodophenyl)thiophene-2-carboxamide as a yellow solid. Starting materials: N[C@H](C(=O)NCCCC[C@@H](CO)N(CC(C)C)S(=O)(=O)C1=CC=C(C=C1)N)CC1=CC2=CC=CC=C2C=C1 ((2S,5S)-2-Amino-N-{5-[(4-amino-benzenesulfonyl)-isobutyl-amino]-6-hydroxy-hexyl}-3-naphthalen-2-yl-propionamide), N[C@H](C(=O)NCCCC[C@@H](CO)N(CC(C)C)S(=O)(=O)C1=CC=C(C=C1)N)CC1=CC2=CC=CC=C2C=C1 ((2S,5S)-2-Amino-N-{5-[(4-amino-benzenesulfonyl)-isobutyl-amino]-6-hydroxy-hexyl}-3-naphthalen-2-yl-propionamide), C(C1=CC=NC=C1)(=O)O (isonicotinic acid). Yields the product NC1=CC=C(C=C1)S(=O)(=O)N([C@@H](CCCCNC(=O)[C@H](CC1=CC2=CC=CC=C2C=C1)NC(C1=CC=NC=C1)=O)CO)CC(C)C ((1S,5S)-N-(1-{5-[(4-Amino-benzenesulfonyl)-isobutyl-amino]-6-hydroxy-hexylcarbamoyl}-2-naphthalen-2-yl-ethyl)-isonicotinamide). Reported procedure: The title compound was prepared from (2S,5S)-2-amino-N-{5-[(4-amino-benzenesulfonyl)-isobutyl-amino]-6-hydroxy-hexyl}-3-naphthalen-2-yl-propionamide (product of example 49) as described in general procedure E using isonicotinic acid. The final product was obtained in 46% yield. Reaction SMILES: [NH2:1][C@@H:2]([CH2:28][C:29]1[CH:38]=[CH:37][C:36]2[C:31](=[CH:32][CH:33]=[CH:34][CH:35]=2)[CH:30]=1)[C:3]([NH:5][CH2:6][CH2:7][CH2:8][CH2:9][C@H:10]([N:13]([S:18]([C:21]1[CH:26]=[CH:25][C:24]([NH2:27])=[CH:23][CH:22]=1)(=[O:20])=[O:19])[CH2:14][CH:15]([CH3:17])[CH3:16])[CH2:11][OH:12])=[O:4].[C:39](O)(=[O:46])[C:40]1[CH:45]=[CH:44][N:43]=[CH:42][CH:41]=1>>[NH2:27][C:24]1[CH:23]=[CH:22][C:21]([S:18]([N:13]([CH2:14][CH:15]([CH3:17])[CH3:16])[C@H:10]([CH2:11][OH:12])[CH2:9][CH2:8][CH2:7][CH2:6][NH:5][C:3]([C@@H:2]([NH:1][C:39](=[O:46])[C:40]2[CH:45]=[CH:44][N:43]=[CH:42][CH:41]=2)[CH2:28][C:29]2[CH:38]=[CH:37][C:36]3[C:31](=[CH:32][CH:33]=[CH:34][CH:35]=3)[CH:30]=2)=[O:4])(=[O:20])=[O:19])=[CH:26][CH:25]=1. Starting materials: [BH4-], O=Cc1cncc(Br)c1, Brc1cncc(CC2CC3CCN2CC3)c1, O=C1C(=Cc2cncc(Br)c2)N2CCC1CC2, C, C, CO, CCC(C)[BH-](C(C)CC)C(C)CC, CCC(C)[BH-](C(C)CC)C(C)CC, Cl, [K+], [K+], [Li+], O=C1CN2CCC1CC2, [Na+], C1CCOC1, [OH-], c1ccncc1. The product is O=C1C2CCN(CC2)C1Cc1cncc(Br)c1. As a reaction SMILES: [BH4-:85].[Br:17][c:18]1[cH:19][c:20]([CH:21]=[O:22])[cH:23][n:24][cH:25]1.[Br:1][c:2]1[cH:3][c:4]([CH2:5][CH:6]2[CH2:7][CH:8]3[CH2:9][CH2:10][N:11]2[CH2:12][CH2:13]3)[cH:14][n:15][cH:16]1.[Br:40][c:41]1[cH:42][c:43]([CH:47]=[C:48]2[N:49]3[CH2:50][CH2:51][CH:52]([C:53]2=[O:54])[CH2:55][CH2:56]3)[cH:44][n:45][cH:46]1.[C:38].[C:39].[CH3:87][OH:88].[CH:57]([BH-:58]([CH:59]([CH2:60][CH3:61])[CH3:62])[CH:63]([CH2:64][CH3:65])[CH3:66])([CH2:67][CH3:68])[CH3:69].[CH:71]([BH-:72]([CH:73]([CH2:74][CH3:75])[CH3:76])[CH:77]([CH2:78][CH3:79])[CH3:80])([CH2:81][CH3:82])[CH3:83].[ClH:26].[K+:37].[K+:84].[Li+:70].[N:27]12[CH2:28][CH2:29][CH:30]([CH2:31][CH2:32]1)[C:33](=[O:34])[CH2:35]2.[Na+:86].[O:89]1[CH2:90][CH2:91][CH2:92][CH2:93]1.[OH-:36].[cH:94]1[cH:95][cH:96][n:97][cH:98][cH:99]1>>[Br:40][c:41]1[cH:42][c:43]([CH2:47][CH:48]2[N:49]3[CH2:50][CH2:51][CH:52]([C:53]2=[O:54])[CH2:55][CH2:56]3)[cH:44][n:45][cH:46]1.